This data is from the Open Reaction Database (ORD), a public repository of structured organic reaction records. The task is: describe an organic reaction: reactants, conditions, products, and yield The reactants are Br.NC1=CC=C(C=C1)C=1N=CC(NC1)=O (5-(4-aminophenyl)-2(1H)-pyrazinone hydrobromide), C(C1=CC=CC=C1)(=O)Cl (benzoyl chloride). Solvent: [OH-].[Na+] (sodium hydroxide). Conditions: time 2 hour. The product is C(C1=CC=CC=C1)(=O)NC1=CC=C(C=C1)C=1N=CC(NC1)=O (5-(4-Benzamidophenyl)-2(1H)-pyrazinone). As a reaction SMILES: Br.[NH2:2][C:3]1[CH:8]=[CH:7][C:6]([C:9]2[N:10]=[CH:11][C:12](=[O:15])[NH:13][CH:14]=2)=[CH:5][CH:4]=1.[C:16](Cl)(=[O:23])[C:17]1[CH:22]=[CH:21][CH:20]=[CH:19][CH:18]=1>[OH-].[Na+]>[C:16]([NH:2][C:3]1[CH:4]=[CH:5][C:6]([C:9]2[N:10]=[CH:11][C:12](=[O:15])[NH:13][CH:14]=2)=[CH:7][CH:8]=1)(=[O:23])[C:17]1[CH:22]=[CH:21][CH:20]=[CH:19][CH:18]=1 |f:0.1,3.4|. Reported procedure: A solution of 5-(4-aminophenyl)-2(1H)-pyrazinone hydrobromide (2.0 g) in aqueous sodium hydroxide (46 ml, 10%) was treated with benzoyl chloride (1.9 ml) and the mixture was agitated for 2 hours at room temperature. The pale yellow precipitate was collected, washed with water and dried. Recrystallisation from glacial acetic acid gave the title compound (0.9 g), m.p.>300° C.; ν(Nujol mull) 1660 (C=0), 1705 (C=0), 3330 (NH)cm-1. Reactants: ClC1=CC=C(C=C1)C(CC(=O)C1=CC=C(C=C1)C1CN(CCO1)C(=O)OC(C)(C)C)=O (tert-butyl 2-(4-(3-(4-chlorophenyl)-3-oxopropanoyl)phenyl)morpholine-4-carboxylate), O.NN (hydrazine hydrate). Run in C(C)O (ethanol). Reaction conditions: time 8 hour. Product: ClC1=CC=C(C=C1)C1=CC(=NN1)C1=CC=C(C=C1)C1CN(CCO1)C(=O)OC(C)(C)C (tert-Butyl 2-(4-(5-(4-chlorophenyl)-1H-pyrazol-3-yl)phenyl)morpholine-4-carboxylate). Isolated yield 100.0%. Reaction SMILES: [Cl:1][C:2]1[CH:7]=[CH:6][C:5]([C:8](=O)[CH2:9][C:10]([C:12]2[CH:17]=[CH:16][C:15]([CH:18]3[O:23][CH2:22][CH2:21][N:20]([C:24]([O:26][C:27]([CH3:30])([CH3:29])[CH3:28])=[O:25])[CH2:19]3)=[CH:14][CH:13]=2)=O)=[CH:4][CH:3]=1.O.[NH2:33][NH2:34]>C(O)C>[Cl:1][C:2]1[CH:7]=[CH:6][C:5]([C:8]2[NH:34][N:33]=[C:10]([C:12]3[CH:17]=[CH:16][C:15]([CH:18]4[O:23][CH2:22][CH2:21][N:20]([C:24]([O:26][C:27]([CH3:30])([CH3:29])[CH3:28])=[O:25])[CH2:19]4)=[CH:14][CH:13]=3)[CH:9]=2)=[CH:4][CH:3]=1 |f:1.2|. Reported procedure: A solution of tert-butyl 2-(4-(3-(4-chlorophenyl)-3-oxopropanoyl)phenyl)morpholine-4-carboxylate (210 mg, 0.473 mmol) and hydrazine hydrate (35.5 mg, 0.70 mmol) in ethanol (3.5 ml) was heated to reflux with stirring overnight. The clear yellow solution was evaporated under reduced pressure, water was added and ethyl acetate. The organic layer was separated, the aqueous layer was extracted again with ethyl acetate. The combined organic layers were dried over MgSO4 and evaporated. The crude materi... Solvent: ClC1=CC=CC=C1 (chlorobenzene), ClC1=CC=CC=C1 (chlorobenzene). RXN SMILES: [C:1](Cl)(Cl)=[O:2].[CH:5]1([NH2:11])[CH2:10][CH2:9][CH2:8][CH2:7][CH2:6]1>ClC1C=CC=CC=1>[CH:5]1([N:11]=[C:1]=[O:2])[CH2:10][CH2:9][CH2:8][CH2:7][CH2:6]1. The reactants are C(=O)(Cl)Cl (phosgene), C(=O)(Cl)Cl (phosgene), C(=O)(Cl)Cl (phosgene), C1(CCCCC1)N (cyclohexylamine), C(=O)(Cl)Cl (phosgene), C(=O)(Cl)Cl (phosgene). Procedure: 500 g of chlorobenzene were placed in the glass vessel and 40 g of gaseous phosgene was introduced at room temperature. The reaction mixture was subsequently heated to 77° C., with vigorous phosgene reflux being established. While stirring vigorously at 77–80° C., a total of 99.2 g of cyclohexylamine (1 mol) dissolved in 200 g of chlorobenzene and at the same time a further 92 g of phosgene were introduced over a period of 3 hours. After addition was complete, the system was maintained at 77–80°... Yields the product C1(CCCCC1)N=C=O (cyclohexyl isocyanate). The yield is 175.6%.